From a dataset of the Open Reaction Database (ORD), a public repository of structured organic reaction records. describe an organic reaction: reactants, conditions, products, and yield Reactants: CO, CCOC(=O)c1ccc(N2CCC(N(C)C(=O)c3ccc(Cl)cc3)C(c3ccc(Cl)c(Cl)c3)C2)nc1, [Na+], [OH-]. Yields the product CN(C(=O)c1ccc(Cl)cc1)C1CCN(c2ccc(C(=O)O)cn2)CC1c1ccc(Cl)c(Cl)c1. Reaction SMILES: [CH3:39][OH:40].[Cl:1][c:2]1[cH:3][cH:4][c:5]([C:8](=[O:9])[N:10]([CH:11]2[CH:12]([c:28]3[cH:29][c:30]([Cl:35])[c:31]([Cl:34])[cH:32][cH:33]3)[CH2:13][N:14]([c:17]3[cH:18][cH:19][c:20]([C:23](=[O:24])[O:25][CH2:26][CH3:27])[cH:21][n:22]3)[CH2:15][CH2:16]2)[CH3:36])[cH:6][cH:7]1.[Na+:38].[OH-:37]>>[Cl:1][c:2]1[cH:3][cH:4][c:5]([C:8](=[O:9])[N:10]([CH:11]2[CH:12]([c:28]3[cH:29][c:30]([Cl:35])[c:31]([Cl:34])[cH:32][cH:33]3)[CH2:13][N:14]([c:17]3[cH:18][cH:19][c:20]([C:23](=[O:24])[OH:25])[cH:21][n:22]3)[CH2:15][CH2:16]2)[CH3:36])[cH:6][cH:7]1. The reactants are COC1=CC=C(CNC2=NC=CC3=CC=C(C=C23)C(=O)O)C=C1 (1-(4-methoxybenzylamino)isoquinoline-7-carboxylic acid), O=C1NC=CC2=CC(=CC=C12)C(=O)O (1-oxo-1,2-dihydroisoquinoline-6-carboxylic acid). Yields the product COC1=CC=C(CNC2=NC=CC3=CC(=CC=C23)C(=O)O)C=C1 (1-(4-methoxybenzylamino)isoquinoline-6-carboxylic acid). Reaction SMILES: [CH3:1][O:2][C:3]1[CH:23]=[CH:22][C:6]([CH2:7][NH:8][C:9]2[C:18]3[C:13](=[CH:14][CH:15]=[C:16](C(O)=O)[CH:17]=3)[CH:12]=[CH:11][N:10]=2)=[CH:5][CH:4]=1.O=C1C2C(=CC([C:35]([OH:37])=[O:36])=CC=2)C=CN1>>[CH3:1][O:2][C:3]1[CH:4]=[CH:5][C:6]([CH2:7][NH:8][C:9]2[C:18]3[C:13](=[CH:14][C:15]([C:35]([OH:37])=[O:36])=[CH:16][CH:17]=3)[CH:12]=[CH:11][N:10]=2)=[CH:22][CH:23]=1. Reported procedure: The title compound was prepared by a method analogous to that described in Steps 2-5 of Intermediate 27, using 1-oxo-1,2-dihydroisoquinoline-6-carboxylic acid. +ESI (M+H) 309.2; 1H NMR (400 MHz, CD3OD, δ): 8.37 (d, J=1.56 Hz, 1H), 8.34 (d, J=8.78 Hz, 1H), 8.12 (dd, J=8.68, 1.66 Hz, 1H), 7.67 (d, J=6.44 Hz, 1H), 7.29-7.36 (m, 2H), 7.15 (d, J=6.24 Hz, 1H), 6.86-6.93 (m, 2H), 4.73 (s, 2H), 3.76 (s, 3H). Starting materials: BrC1=C(C=C(C(=C1)C)C)Br (1,2-dibromo-4,5-dimethylbenzene), NC1=CC=CC=C1 (aniline). Product: CC=1C=C(C(=CC1C)NC1=CC=CC=C1)NC1=CC=CC=C1 (4,5-dimethyl-N,N′-diphenyl-1,2-benzenediamine). The yield is 92.9%. RXN SMILES: Br[C:2]1[CH:7]=[C:6]([CH3:8])[C:5]([CH3:9])=[CH:4][C:3]=1Br.[NH2:11][C:12]1[CH:17]=[CH:16][CH:15]=[CH:14][CH:13]=1>>[CH3:9][C:5]1[CH:4]=[C:3]([NH:11][C:12]2[CH:17]=[CH:16][CH:15]=[CH:14][CH:13]=2)[C:2]([NH:11][C:12]2[CH:17]=[CH:16][CH:15]=[CH:14][CH:13]=2)=[CH:7][C:6]=1[CH3:8]. Procedure details: The synthesis is carried out in accordance with the general procedure in accordance with Example 2 from 63.3 g (240 mmol) of 1,2-dibromo-4,5-dimethylbenzene and 46 ml (505 mmol) of aniline. The precipitated solid is recrystallised from toluene/acetonitrile (5:1), and the residue is washed with MeOH, giving 65 g (223 mmol) of a crystalline solid. The overall yield is 93%. The reactants are ClC1=C(C=CC(=C1)Cl)C=1C(=NC=C(C(=O)O)C1)OCCC (5-(2,4-dichloro-phenyl)-6-propoxy-nicotinic acid), CN(C)C(=[N+](C)C)ON1C2=C(C=CC=C2)N=N1.[B-](F)(F)(F)F (TBTU), N[C@H]1[C@@H](CCCC1)O ((1R,2R)-2-amino-cyclohexanol), CCN(C(C)C)C(C)C (DIPEA). Solvent: CN(C)C=O (DMF), C(C)(=O)O (Acetic acid). Product: ClC1=C(C=CC(=C1)Cl)C=1C(=NC=C(C(=O)N[C@H]2[C@@H](CCCC2)O)C1)OCCC (5-(2,4-Dichloro-phenyl)-N-((1R,2R)-2-hydroxy-cyclohexyl)-6-propoxy-nicotinamide). Isolated yield 81.7%. As a reaction SMILES: [Cl:1][C:2]1[CH:7]=[C:6]([Cl:8])[CH:5]=[CH:4][C:3]=1[C:9]1[C:10]([O:18][CH2:19][CH2:20][CH3:21])=[N:11][CH:12]=[C:13]([CH:17]=1)[C:14]([OH:16])=O.CN(C(ON1N=NC2C=CC=CC1=2)=[N+](C)C)C.[B-](F)(F)(F)F.[NH2:44][C@@H:45]1[CH2:50][CH2:49][CH2:48][CH2:47][C@H:46]1[OH:51].CCN(C(C)C)C(C)C>C(O)(=O)C.CN(C=O)C>[Cl:1][C:2]1[CH:7]=[C:6]([Cl:8])[CH:5]=[CH:4][C:3]=1[C:9]1[C:10]([O:18][CH2:19][CH2:20][CH3:21])=[N:11][CH:12]=[C:13]([CH:17]=1)[C:14]([NH:44][C@@H:45]1[CH2:50][CH2:49][CH2:48][CH2:47][C@H:46]1[OH:51])=[O:16] |f:1.2|. Procedure: A mixture of 23.5 mg (0.072 mmol) 5-(2,4-dichloro-phenyl)-6-propoxy-nicotinic acid, 29 mg (0.09 mmol) TBTU, 10 mg (0.086 mmol) (1R,2R)-2-amino-cyclohexanol and 47.8 mg (0.37 mmol) DIPEA in 1 DMF was shaken at room temperature over night. Acetic acid was added and purified by preparative HPLC on reversed phase eluting with a gradient formed from acetonitrile/water/HCOOH. The combined product fractions were evaporated to yield 24.9 mg (85%) of the title compound. MS (m/e): 423.2 (MH+).